This data is from the Open Reaction Database (ORD), a public repository of structured organic reaction records. The task is: describe an organic reaction: reactants, conditions, products, and yield Reactants: CC1=CC=CC=2NC=NC21 (4-methyl-1H-benzoimidazole), BrCC(=O)NC1=CC(=CC=C1)C(F)(F)F (2-bromo-N-(3-trifluoromethyl-phenyl)-acetamide). The product is CC1=CC=CC=2N(C=NC21)CC(=O)NC2=CC(=CC=C2)C(F)(F)F (2-(4-Methyl-1H-benzimidazol-1-yl)-N-[3-(trifluoromethyl)phenyl]acetamide). The yield is 39.0%. Reaction SMILES: [CH3:1][C:2]1[C:10]2[N:9]=[CH:8][NH:7][C:6]=2[CH:5]=[CH:4][CH:3]=1.Br[CH2:12][C:13]([NH:15][C:16]1[CH:21]=[CH:20][CH:19]=[C:18]([C:22]([F:25])([F:24])[F:23])[CH:17]=1)=[O:14]>>[CH3:1][C:2]1[C:10]2[N:9]=[CH:8][N:7]([CH2:12][C:13]([NH:15][C:16]3[CH:21]=[CH:20][CH:19]=[C:18]([C:22]([F:23])([F:24])[F:25])[CH:17]=3)=[O:14])[C:6]=2[CH:5]=[CH:4][CH:3]=1. Reported procedure: The title compound was synthesized in 39% yield (65 mg) according to a procedure described in Example 92, using 4-methyl-1H-benzoimidazole (66 mg, 0.5 mmol) and 2-bromo-N-(3-trifluoromethyl-phenyl)-acetamide (Example 92, part A) (141 mg, 0.5 mmol). Calculated for C17H14F3N3O m/z: 333.11, found 334.07 [M+H]+. 1H NMR (400 MHz, DMSO-d6) δ ppm 2.54 (s, 3H), 5.18 (s, 2H), 7.01 (d, J=7.6 Hz, 1H), 7.12 (m, 1H), 7.33 (d, J=8.1 Hz, 1H), 7.42 (d, J=7.6 Hz, 1H), 7.57 (t, J=8.1 Hz, 1H), 7.77 (d, J=8.1 Hz, 1... The reactants are BrCCCCC (1-Bromopentane), C1(O)=CC(O)=CC=C1 (resorcinol), C([O-])([O-])=O.[K+].[K+] (potassium carbonate). The solvent is CN(C=O)C (dimethylformamide). Product: C(CCCC)OC=1C=C(C=CC1)O (3-pentyloxyphenol). As a reaction SMILES: Br[CH2:2][CH2:3][CH2:4][CH2:5][CH3:6].[C:7]1([CH:14]=[CH:13][CH:12]=[C:10]([OH:11])[CH:9]=1)[OH:8].C(=O)([O-])[O-].[K+].[K+]>CN(C)C=O>[CH2:2]([O:8][C:7]1[CH:9]=[C:10]([OH:11])[CH:12]=[CH:13][CH:14]=1)[CH2:3][CH2:4][CH2:5][CH3:6] |f:2.3.4|. Procedure details: A mixture of 24.8 ml of 1-Bromopentane, 66.0 g of resorcinol, and 41.5 g of potassium carbonate is stirred in 400 ml of anhydrous dimethylformamide at 60° C. for 17 hours. This mixture is filtered through Celite and concentrated under vacuum. The residue is taken up in water and extracted 3 times with ether. The combined extracts are washed with saturated sodium chloride, dried over magnesium sulfate, filtered, and concentrated under vacuum. The residue is flash chromatographed on normal phase s... Reactants: O=[N+]([O-])c1cc(Br)cnc1O, CCOC(C)=O, O, O, Cl[Sn](Cl)(Cl)Cl. The product is Nc1cc(Br)cnc1O. As a reaction SMILES: [Br:1][c:2]1[cH:3][c:4]([N+:9]([O-:10])=[O:11])[c:5]([OH:8])[n:6][cH:7]1.[CH3:19][CH2:20][O:21][C:22](=[O:23])[CH3:24].[OH2:12].[OH2:13].[Sn:14]([Cl:15])([Cl:16])([Cl:17])[Cl:18]>>[Br:1][c:2]1[cH:3][c:4]([NH2:9])[c:5]([OH:8])[n:6][cH:7]1. Procedure: To a mixture of 20 ml of dry dioxane and 0.7 g of dry pyridine were added 2 g of 3,4-dimethoxycinnamic acid, 1.6 g of phosphorus oxychloride and 1.6 g of methyl anthranilate. The mixture was heated under reflux for 2 hours to effect reaction. After completion of the reaction, the reaction mixture was concentrated and the residue was dissolved with heating in ethanol and then cooled whereby crystals were precipitated. The crystals were separated by filtration and treated in a manner similar to th... As a reaction SMILES: O1CCOCC1.[CH3:7][O:8][C:9]1[CH:10]=[C:11]([CH:17]=[CH:18][C:19]=1[O:20][CH3:21])[CH:12]=[CH:13][C:14]([OH:16])=O.P(Cl)(Cl)(Cl)=O.[C:27]([O:36]C)(=[O:35])[C:28]1[C:29](=[CH:31][CH:32]=[CH:33][CH:34]=1)[NH2:30]>N1C=CC=CC=1>[CH3:7][O:8][C:9]1[CH:10]=[C:11]([CH:17]=[CH:18][C:19]=1[O:20][CH3:21])[CH:12]=[CH:13][C:14]([NH:30][C:29]1[C:28](=[CH:34][CH:33]=[CH:32][CH:31]=1)[C:27]([OH:36])=[O:35])=[O:16]. Solvent: N1=CC=CC=C1 (pyridine). The yield is 63.6%. Reactants: COC=1C=C(C=CC(=O)O)C=CC1OC (3,4-dimethoxycinnamic acid), P(=O)(Cl)(Cl)Cl (phosphorus oxychloride), C(C=1C(N)=CC=CC1)(=O)OC (methyl anthranilate), O1CCOCC1 (dioxane). Yields the product COC=1C=C(C=CC(=O)NC=2C(C(=O)O)=CC=CC2)C=CC1OC (N-(3',4'-dimethoxycinnamoyl)-anthranilic acid). Starting materials: O=S(=O)(Cl)c1ccc(Br)cc1, CCOCC, Cl, [Na+], [OH-], O, NCCCCOc1ccc(-n2cnnn2)cc1. Yields the product O=S(=O)(NCCCCOc1ccc(-n2cnnn2)cc1)c1ccc(Br)cc1. Reaction SMILES: [Br:21][c:22]1[cH:23][cH:24][c:25]([S:28](=[O:29])(=[O:30])[Cl:31])[cH:26][cH:27]1.[CH3:33][CH2:34][O:35][CH2:36][CH3:37].[ClH:1].[Na+:20].[OH-:19].[OH2:32].[n:2]1(-[c:7]2[cH:8][cH:9][c:10]([O:11][CH2:12][CH2:13][CH2:14][CH2:15][NH2:16])[cH:17][cH:18]2)[n:3][n:4][n:5][cH:6]1>>[n:2]1(-[c:7]2[cH:8][cH:9][c:10]([O:11][CH2:12][CH2:13][CH2:14][CH2:15][NH:16][S:28]([c:25]3[cH:24][cH:23][c:22]([Br:21])[cH:27][cH:26]3)(=[O:29])=[O:30])[cH:17][cH:18]2)[n:3][n:4][n:5][cH:6]1. The reactants are COc1ccc(B(O)O)cc1, COc1ccc(S(=O)(=O)[O-])c(OC)c1-c1ccccc1P(C1CCCCC1)C1CCCCC1, O=C(O)c1cc2cc(Cl)ccc2[nH]1, [K+], [K+], [Na+], O=C([O-])[O-], CC(=O)[O-], CC(=O)[O-], O, [Pd+2]. Yields the product COc1ccc(-c2ccc3[nH]c(C(=O)O)cc3c2)cc1. As a reaction SMILES: [CH3:14][O:15][c:16]1[cH:17][cH:18][c:19]([B:22]([OH:23])[OH:24])[cH:20][cH:21]1.[CH:25]1([P:26]([CH:27]2[CH2:28][CH2:29][CH2:30][CH2:31][CH2:32]2)[c:33]2[cH:34][cH:35][cH:36][cH:37][c:38]2-[c:39]2[c:40]([O:41][CH3:42])[cH:43][cH:44][c:45]([S:46]([O-:47])(=[O:48])=[O:49])[c:50]2[O:51][CH3:52])[CH2:53][CH2:54][CH2:55][CH2:56][CH2:57]1.[Cl:1][c:2]1[cH:3][c:4]2[cH:5][c:6]([C:11](=[O:12])[OH:13])[nH:7][c:8]2[cH:9][cH:10]1.[K+:59].[K+:60].[Na+:58].[O-:61][C:62]([O-:63])=[O:64].[O-:66][C:67]([CH3:68])=[O:69].[O-:70][C:71]([CH3:72])=[O:73].[OH2:74].[Pd+2:65]>>[c:2]1(-[c:19]2[cH:18][cH:17][c:16]([O:15][CH3:14])[cH:21][cH:20]2)[cH:3][c:4]2[cH:5][c:6]([C:11](=[O:12])[OH:13])[nH:7][c:8]2[cH:9][cH:10]1. Reactants: OC=1C=C(C=CC1OCC1=CC=CC=C1)C(C)=O (3′-hydroxy4′-benzyloxyacetophenone), BrCC(=O)OC(C)(C)C (t-butyl bromoacetate), C(=O)([O-])[O-].[K+].[K+] (K2CO3), CC(=O)C (acetone). Yields the product C(C)(=O)C1=CC(=C(OCC(=O)OC(C)(C)C)C=C1)OCC1=CC=CC=C1 (t-butyl (4-acetyl-2-benzyloxyphenoxy)-acetate). As a reaction SMILES: [OH:1][C:2]1[CH:3]=[C:4](C(=O)C)[CH:5]=[CH:6][C:7]=1[O:8][CH2:9][C:10]1[CH:15]=[CH:14][CH:13]=[CH:12][CH:11]=1.Br[CH2:20][C:21]([O:23][C:24]([CH3:27])([CH3:26])[CH3:25])=[O:22].C([O-])([O-])=O.[K+].[K+].[CH3:34][C:35](C)=[O:36]>>[C:35]([C:5]1[CH:4]=[CH:3][C:2]([O:1][CH2:20][C:21]([O:23][C:24]([CH3:27])([CH3:26])[CH3:25])=[O:22])=[C:7]([O:8][CH2:9][C:10]2[CH:11]=[CH:12][CH:13]=[CH:14][CH:15]=2)[CH:6]=1)(=[O:36])[CH3:34] |f:2.3.4|. Reported procedure: A solution of 3′-hydroxy4′-benzyloxyacetophenone (3.5 g, 14.4 mmol), t-butyl bromoacetate (2.8 mL, 17.0 mmol), and K2CO3 (2.3 g, 17.0 mmol) in 100 mL acetone is refluxed 18 hours. After cooling, the mixture is filtered, and the acetone is removed in vacuo. The residue is then dissolved in EtOAc (50 mL) and washed with H2O (1×50 mL) and brine (1×50 mL), dried over MgSO4, and the solvent is removed in vacuo. Chromatography (silica, 5:1 hexane/EtOAc) yields t-butyl (4-acetyl-2-benzyloxyphenoxy)-ace...